Dataset: the Open Reaction Database (ORD), a public repository of structured organic reaction records. Task: describe an organic reaction: reactants, conditions, products, and yield Reactants: C=CCBr, CCCCCC, CCOC(=O)C(C)(C)Cc1c(SC(C)(C)C)c2cc(O)ccc2n1Cc1ccc(Cl)cc1, CN(C)C=O. The product is C=CCOc1ccc2c(c1)c(SC(C)(C)C)c(CC(C)(C)C(=O)OCC)n2Cc1ccc(Cl)cc1. Reaction SMILES: [CH2:1]([CH:2]=[CH2:3])[Br:4].[CH3:37][CH2:38][CH2:39][CH2:40][CH2:41][CH3:42].[Cl:5][c:6]1[cH:7][cH:8][c:9]([CH2:10][n:11]2[c:12]([CH2:26][C:27]([C:28](=[O:29])[O:30][CH2:31][CH3:32])([CH3:33])[CH3:34])[c:13]([S:21][C:22]([CH3:23])([CH3:24])[CH3:25])[c:14]3[cH:15][c:16]([OH:20])[cH:17][cH:18][c:19]23)[cH:35][cH:36]1.[O:43]=[CH:44][N:45]([CH3:46])[CH3:47]>>[CH2:1]=[CH:2][CH2:3][O:20][c:16]1[cH:15][c:14]2[c:13]([S:21][C:22]([CH3:23])([CH3:24])[CH3:25])[c:12]([CH2:26][C:27]([C:28](=[O:29])[O:30][CH2:31][CH3:32])([CH3:33])[CH3:34])[n:11]([CH2:10][c:9]3[cH:8][cH:7][c:6]([Cl:5])[cH:36][cH:35]3)[c:19]2[cH:18][cH:17]1. The reactants are C(C1=CC=CC=C1)OC1=C(C=C(C=C1)N1C(=C(C2=CC=CC=C12)C=O)C)F (1-(4-benzyloxy-3-fluorophenyl)-2-methyl-1H-indole-3-carbaldehyde), Cl.NO (hydroxylamine hydrochloride), CO (methanol). Run in N1=CC=CC=C1 (pyridine). Run at time 30 minute. Yields the product C(C1=CC=CC=C1)OC1=C(C=C(C=C1)N1C(=C(C2=CC=CC=C12)C=NO)C)F (1-(4-benzyloxy-3-fluorophenyl)-2-methyl-1H-indole-3-carbaldehyde oxime). Yield: 81.3%. Reaction SMILES: [CH2:1]([O:8][C:9]1[CH:14]=[CH:13][C:12]([N:15]2[C:23]3[C:18](=[CH:19][CH:20]=[CH:21][CH:22]=3)[C:17]([CH:24]=O)=[C:16]2[CH3:26])=[CH:11][C:10]=1[F:27])[C:2]1[CH:7]=[CH:6][CH:5]=[CH:4][CH:3]=1.Cl.[NH2:29][OH:30].CO>N1C=CC=CC=1>[CH2:1]([O:8][C:9]1[CH:14]=[CH:13][C:12]([N:15]2[C:23]3[C:18](=[CH:19][CH:20]=[CH:21][CH:22]=3)[C:17]([CH:24]=[N:29][OH:30])=[C:16]2[CH3:26])=[CH:11][C:10]=1[F:27])[C:2]1[CH:7]=[CH:6][CH:5]=[CH:4][CH:3]=1 |f:1.2|. Reported procedure: To a stirred solution of 1-(4-benzyloxy-3-fluorophenyl)-2-methyl-1H-indole-3-carbaldehyde (0.81 g, 2.3 mmol), hydroxylamine hydrochloride (0.25 g, 3.6 mmol) and methanol (25 mL) was added pyridine (1 mL). The reaction mixture was heated to reflux and held for 30 min. The mixture was cooled, the methanol removed by evaporation and the residue taken up in ethyl acetate/water. The product was extracted into ethyl acetate (2×50 mL), the ethyl acetate washed with water and brine and dried over MgSO4.... Starting materials: CC(=O)O, [NH4+], [OH-], O=S(=O)(O)O, O=C(O)c1ccc2c(c1)C(O)C(Cn1ccnc1)CO2. Yields the product O=C(O)c1ccc2c(c1)C=C(Cn1ccnc1)CO2. Reaction SMILES: [CH3:23][C:24](=[O:25])[OH:26].[NH4+:21].[OH-:22].[S:27](=[O:28])(=[O:29])([OH:30])[OH:31].[n:1]1([CH2:6][CH:7]2[CH2:8][O:9][c:10]3[c:11]([cH:14][c:15]([C:18](=[O:19])[OH:20])[cH:16][cH:17]3)[CH:12]2[OH:13])[cH:2][n:3][cH:4][cH:5]1>>[n:1]1([CH2:6][C:7]2=[CH:12][c:11]3[c:10]([cH:17][cH:16][c:15]([C:18](=[O:19])[OH:20])[cH:14]3)[O:9][CH2:8]2)[cH:2][n:3][cH:4][cH:5]1. The reactants are C1CCOC1, O=C(O)C(F)(F)F, O, COC(C(=O)NC1CCCCN(Cc2ccc(-c3ccccc3)cc2)C1=O)C1OC(C)(C)OC(C=CC(C)(C)C)C1O. The product is COC(C(=O)NC1CCCCN(Cc2ccc(-c3ccccc3)cc2)C1=O)C(O)C(O)C(O)C=CC(C)(C)C. As a reaction SMILES: [CH2:8]1[O:9][CH2:10][CH2:11][CH2:12]1.[F:1][C:2]([F:3])([F:4])[C:5]([OH:6])=[O:7].[OH2:55].[c:13]1(-[c:49]2[cH:50][cH:51][cH:52][cH:53][cH:54]2)[cH:14][cH:15][c:16]([CH2:19][N:20]2[C:21](=[O:48])[CH:22]([NH:27][C:28]([CH:29]([O:30][CH3:31])[CH:32]3[O:33][C:34]([CH3:45])([CH3:46])[O:35][CH:36]([CH:39]=[CH:40][C:41]([CH3:42])([CH3:43])[CH3:44])[CH:37]3[OH:38])=[O:47])[CH2:23][CH2:24][CH2:25][CH2:26]2)[cH:17][cH:18]1>>[c:13]1(-[c:49]2[cH:50][cH:51][cH:52][cH:53][cH:54]2)[cH:14][cH:15][c:16]([CH2:19][N:20]2[C:21](=[O:48])[CH:22]([NH:27][C:28]([CH:29]([O:30][CH3:31])[CH:32]([OH:33])[CH:37]([CH:36]([OH:35])[CH:39]=[CH:40][C:41]([CH3:42])([CH3:43])[CH3:44])[OH:38])=[O:47])[CH2:23][CH2:24][CH2:25][CH2:26]2)[cH:17][cH:18]1. The reactants are CC(C)(C)OC(=O)N1CCC(c2ccccc2)C(C(=O)O)C1, Cc1ccc(Cl)cc1N1CCN(C(=O)C2CN(C(=O)OC(C)(C)C)CCC2c2ccccc2)CC1. The product is Cc1ccc(Cl)cc1N1CCNCC1. RXN SMILES: [C:1]([O:2][C:3]([N:4]1[CH2:5][CH2:6][CH:7]([c:8]2[cH:9][cH:10][cH:11][cH:12][cH:13]2)[CH:14]([C:15]([OH:16])=[O:17])[CH2:18]1)=[O:19])([CH3:20])([CH3:21])[CH3:22].[C:23]([O:24][C:25]([N:26]1[CH2:27][CH2:28][CH:29]([c:30]2[cH:31][cH:32][cH:33][cH:34][cH:35]2)[CH:36]([C:37](=[O:38])[N:44]2[CH2:45][CH2:46][N:47]([c:50]3[c:51]([CH3:57])[cH:52][cH:53][c:54]([Cl:56])[cH:55]3)[CH2:48][CH2:49]2)[CH2:39]1)=[O:40])([CH3:41])([CH3:42])[CH3:43]>>[NH:44]1[CH2:45][CH2:46][N:47]([c:50]2[c:51]([CH3:57])[cH:52][cH:53][c:54]([Cl:56])[cH:55]2)[CH2:48][CH2:49]1. Starting materials: OC1CCC(CC1)=O (4-Hydroxycyclohexanone), [K+].[Br-] (KBr), N(=NC(=O)OC)C(=O)OC (dimethyl azodicarboxylate), C(C1=CC=CC=C1)(C1=CC=CC=C1)(C1=CC=CC=C1)NC=1SC=C(N1)/C(/C(=O)OCC)=N/O (ethyl 2-(2-tritylaminothiazol-4-yl)-(Z)-2-hydroxyiminoacetate), C1(=CC=CC=C1)P(C1=CC=CC=C1)C1=CC=CC=C1 (triphenyl-phosphine). The solvent is C1=CC=CC=C1 (benzene). Conditions: time 14 day. Product: C(C1=CC=CC=C1)(C1=CC=CC=C1)(C1=CC=CC=C1)NC=1SC=C(N1)/C(/C(=O)OCC)=N/OC1CCC(CC1)=O (Ethyl 2-(2-tritylaminothiazol-4-yl)-(Z)-2-(4-oxocyclohexyloxyimino)acetate). RXN SMILES: [OH:1][CH:2]1[CH2:7][CH2:6][C:5](=[O:8])[CH2:4][CH2:3]1.[C:9]([NH:28][C:29]1[S:30][CH:31]=[C:32](/[C:34](=[N:40]/O)/[C:35]([O:37][CH2:38][CH3:39])=[O:36])[N:33]=1)([C:22]1[CH:27]=[CH:26][CH:25]=[CH:24][CH:23]=1)([C:16]1[CH:21]=[CH:20][CH:19]=[CH:18][CH:17]=1)[C:10]1[CH:15]=[CH:14][CH:13]=[CH:12][CH:11]=1.C1(P(C2C=CC=CC=2)C2C=CC=CC=2)C=CC=CC=1.N(C(OC)=O)=NC(OC)=O.[K+].[Br-]>C1C=CC=CC=1>[C:9]([NH:28][C:29]1[S:30][CH:31]=[C:32](/[C:34](=[N:40]/[O:8][CH:5]2[CH2:6][CH2:7][C:2](=[O:1])[CH2:3][CH2:4]2)/[C:35]([O:37][CH2:38][CH3:39])=[O:36])[N:33]=1)([C:16]1[CH:21]=[CH:20][CH:19]=[CH:18][CH:17]=1)([C:22]1[CH:23]=[CH:24][CH:25]=[CH:26][CH:27]=1)[C:10]1[CH:15]=[CH:14][CH:13]=[CH:12][CH:11]=1 |f:4.5|. Reported procedure: 4-Hydroxycyclohexanone (570 mg; J. B. Aldersley, G. N. Burkhardt, A. E. Gillam, and N. C. Hindley, J. Chem. Soc., 1940, 10) ethyl 2-(2-tritylaminothiazol-4-yl)-(Z)-2-hydroxyiminoacetate (1.37 g) and triphenyl-phosphine (860 mg) in anhydrous benzene (9 ml) were allowed to react with dimethyl azodicarboxylate (0.40 ml) as described in Example 67c except the reaction time was 14 days. Workup and chromatography gave the title compound (158 mg), νmax (KBr) 3390, 1737, 1710, 1596, 1585, 1529, and 1491... Reactants: ClC1=CC=NC2=CC=CC=C12 (4-chloroquinoline), C(C)(C)(C)OC(N[C@@H]1CC[C@H](CC1)C(N)=O)=O (trans-(4-Carbamoyl-cyclohexyl)-carbamic acid tert-butyl ester). The product is C(C)(C)(C)OC(N[C@@H]1CC[C@H](CC1)C(NC1=CC=NC2=CC=CC=C12)=O)=O (trans-[4-(Quinolin-4-ylcarbamoyl)-cyclohexyl]-carbamic acid tert-butyl ester). Yield: 59.6%. RXN SMILES: Cl[C:2]1[C:11]2[C:6](=[CH:7][CH:8]=[CH:9][CH:10]=2)[N:5]=[CH:4][CH:3]=1.[C:12]([O:16][C:17](=[O:28])[NH:18][C@H:19]1[CH2:24][CH2:23][C@H:22]([C:25](=[O:27])[NH2:26])[CH2:21][CH2:20]1)([CH3:15])([CH3:14])[CH3:13]>>[C:12]([O:16][C:17](=[O:28])[NH:18][C@H:19]1[CH2:24][CH2:23][C@H:22]([C:25](=[O:27])[NH:26][C:2]2[C:11]3[C:6](=[CH:7][CH:8]=[CH:9][CH:10]=3)[N:5]=[CH:4][CH:3]=2)[CH2:21][CH2:20]1)([CH3:15])([CH3:13])[CH3:14]. Procedure: This was prepared from 4-chloroquinoline (0.49 g) and amide (a) (0.73 g) according to the procedure of Example (1l) affording a white solid (0.66 g, 60%). Reactants: O=C([O-])O, CCCOc1ccnc(Sc2cccc3cccnc23)n1, ClCCl, O=C(OO)c1cccc(Cl)c1, [Na+]. Product: CCCOc1ccnc(S(=O)c2cccc3cccnc23)n1. RXN SMILES: [C:22]([O-:23])(=[O:24])[OH:25].[CH2:1]([CH2:2][CH3:3])[O:4][c:5]1[n:6][c:7]([S:11][c:12]2[cH:13][cH:14][cH:15][c:16]3[cH:17][cH:18][cH:19][n:20][c:21]23)[n:8][cH:9][cH:10]1.[CH2:38]([Cl:39])[Cl:40].[Cl:27][c:28]1[cH:29][cH:30][cH:31][c:32]([C:33]([O:34][OH:35])=[O:36])[cH:37]1.[Na+:26]>>[CH2:1]([CH2:2][CH3:3])[O:4][c:5]1[n:6][c:7]([S:11]([c:12]2[cH:13][cH:14][cH:15][c:16]3[cH:17][cH:18][cH:19][n:20][c:21]23)=[O:23])[n:8][cH:9][cH:10]1. Starting materials: [N+](=O)([O-])C1=CC=C(C=C1)S(=O)(=O)C1=CC=C(C=C1)N (4-(4′-Nitro-benzenesulfonyl)-phenylamine), C1(=CC=C(C=C1)S(=O)(=O)O)C (p-toluensulfonic acid), Cl (hydrochloric acid), [H][H] (hydrogen). Reagents/catalysts: [Pd] (palladium on charcoal). The solvent is O (water), CO (methanol). The product is C1=CC(=CC=C1N)S(=O)(=O)C=2C=CC(=CC2)N (Dapsone). The yield is 91.9%. Reaction SMILES: [N+:1]([C:4]1[CH:9]=[CH:8][C:7]([S:10]([C:13]2[CH:18]=[CH:17][C:16]([NH2:19])=[CH:15][CH:14]=2)(=[O:12])=[O:11])=[CH:6][CH:5]=1)([O-])=O.C1(C)C=CC(S(O)(=O)=O)=CC=1.[H][H].Cl>[Pd].O.CO>[CH:17]1[C:16]([NH2:19])=[CH:15][CH:14]=[C:13]([S:10]([C:7]2[CH:6]=[CH:5][C:4]([NH2:1])=[CH:9][CH:8]=2)(=[O:12])=[O:11])[CH:18]=1. Procedure details: In a hydrogenation vessel 4-(4′-Nitro-benzenesulfonyl)-phenylamine (100 g), p-toluensulfonic acid (68.4 g), methanol (350 ml), water (150 ml) and 10% palladium on charcoal (7.6 g) are charge. The mixture is allowed to react with hydrogen at approximately 50° C. and 5 bar pressure. At reaction completion, hydrochloric acid is added, the catalyst is filtered and dried. 82 g of crude Dapsone are obtained (82% yield; >99.5% purity). Reactants: C(C)(C)(C)C1=CC=C(C=C1)S(=O)(=O)NC1=C(C(=NC(=N1)N1CCOCC1)OCCC(=O)O)OC1=C(C=CC=C1)OC (3-[6-(4-t-butylphenylsulfonylamino)-5-(2-methoxyphenoxy)-2-morpholino-4-pyrimidinyloxy]propionic acid), C(C)(C)C=1C=C(N)C=CC1 (3-isopropylaniline). The product is C(C)(C)C=1C=C(C=CC1)NC(CCOC1=NC(=NC(=C1OC1=C(C=CC=C1)OC)NS(=O)(=O)C1=CC=C(C=C1)C(C)(C)C)N1CCOCC1)=O (N-(3-isopropylphenyl)-3-[6-(4-t-butylphenylsulfonylamino)-5-(2-methoxyphenoxy)-2-morpholino-4-pyrimidinyloxy]propionamide). RXN SMILES: [C:1]([C:5]1[CH:10]=[CH:9][C:8]([S:11]([NH:14][C:15]2[N:20]=[C:19]([N:21]3[CH2:26][CH2:25][O:24][CH2:23][CH2:22]3)[N:18]=[C:17]([O:27][CH2:28][CH2:29][C:30]([OH:32])=O)[C:16]=2[O:33][C:34]2[CH:39]=[CH:38][CH:37]=[CH:36][C:35]=2[O:40][CH3:41])(=[O:13])=[O:12])=[CH:7][CH:6]=1)([CH3:4])([CH3:3])[CH3:2].[CH:42]([C:45]1[CH:46]=[C:47]([CH:49]=[CH:50][CH:51]=1)[NH2:48])([CH3:44])[CH3:43]>>[CH:42]([C:45]1[CH:46]=[C:47]([NH:48][C:30](=[O:32])[CH2:29][CH2:28][O:27][C:17]2[C:16]([O:33][C:34]3[CH:39]=[CH:38][CH:37]=[CH:36][C:35]=3[O:40][CH3:41])=[C:15]([NH:14][S:11]([C:8]3[CH:7]=[CH:6][C:5]([C:1]([CH3:2])([CH3:4])[CH3:3])=[CH:10][CH:9]=3)(=[O:13])=[O:12])[N:20]=[C:19]([N:21]3[CH2:26][CH2:25][O:24][CH2:23][CH2:22]3)[N:18]=2)[CH:49]=[CH:50][CH:51]=1)([CH3:44])[CH3:43]. Procedure: The procedure described in Example 2 was repeated by use of 3-[6-(4-t-butylphenylsulfonylamino)-5-(2-methoxyphenoxy)-2-morpholino-4-pyrimidinyloxy]propionic acid and 3-isopropylaniline, to thereby obtain the title compound as a colorless oil.